The task is: describe an organic reaction: reactants, conditions, products, and yield. This data is from the Open Reaction Database (ORD), a public repository of structured organic reaction records. Starting materials: [Al+3], CCCCC(C#N)c1ccc(Cl)cc1Cl, [Cl-], Cl, [H-], [H-], [H-], [H-], [Li+], [NH4+]. Product: CCCCC(CN)c1ccc(Cl)cc1Cl. Reaction SMILES: [Al+3:2].[CH2:7]([CH2:8][CH2:9][CH3:10])[CH:11]([c:12]1[c:13]([Cl:19])[cH:14][c:15]([Cl:18])[cH:16][cH:17]1)[C:20]#[N:21].[Cl-:22].[ClH:24].[H-:1].[H-:4].[H-:5].[H-:6].[Li+:3].[NH4+:23]>>[CH2:7]([CH2:8][CH2:9][CH3:10])[CH:11]([c:12]1[c:13]([Cl:19])[cH:14][c:15]([Cl:18])[cH:16][cH:17]1)[CH2:20][NH2:21]. Reactants: ClC1=C(C(=CC=C1)F)C1=NN(C(=N1)C1=CC(=C(C=C1)CO)Cl)C (3-(2-chloro-6-fluorophenyl)-5-(3-chloro 4-hydroxymethylphenyl)-1-methyl-1H-1,2,4-triazole), ClC1=NC=C(C=C1)C(F)(F)F (2-chloro-5-trifluoromethyl pyridine), [H-].[Na+] (Sodium hydride), O (water). Solvent: COCCOC (1,2-dimethoxyethane), COCCOC (1,2-dimethoxyethane), COCCOC (1,2-dimethoxyethane). Conditions: temperature -5 celsius, time 15 minute. Product: ClC=1C=C(C=CC1COC1=NC=C(C=C1)C(F)(F)F)C1=NC(=NN1C)C1=C(C=CC=C1F)Cl (5-[3-chloro-4-(5-trifluoromethylpyridine-2-yloxymethyl)phenyl]-3(2-chloro-6-fluorophenyl)-1-methyl-1H-1,2,4-triazole). Yield: 56.7%. RXN SMILES: [H-].[Na+].[Cl:3][C:4]1[CH:9]=[CH:8][CH:7]=[C:6]([F:10])[C:5]=1[C:11]1[N:15]=[C:14]([C:16]2[CH:21]=[CH:20][C:19]([CH2:22][OH:23])=[C:18]([Cl:24])[CH:17]=2)[N:13]([CH3:25])[N:12]=1.Cl[C:27]1[CH:32]=[CH:31][C:30]([C:33]([F:36])([F:35])[F:34])=[CH:29][N:28]=1.O>COCCOC>[Cl:24][C:18]1[CH:17]=[C:16]([C:14]2[N:13]([CH3:25])[N:12]=[C:11]([C:5]3[C:6]([F:10])=[CH:7][CH:8]=[CH:9][C:4]=3[Cl:3])[N:15]=2)[CH:21]=[CH:20][C:19]=1[CH2:22][O:23][C:27]1[CH:32]=[CH:31][C:30]([C:33]([F:36])([F:35])[F:34])=[CH:29][N:28]=1 |f:0.1|. Procedure details: Sodium hydride (60%, 0.12 g) is added to 1,2-dimethoxyethane (50 ml) and a solution of 3-(2-chloro-6-fluorophenyl)-5-(3-chloro 4-hydroxymethylphenyl)-1-methyl-1H-1,2,4-triazole (1.00 g) in 1,2-dimethoxyethane (20 ml) is added dropwise thereto at -5° C., which is stirred for 15 minutes. To the reaction solution is added dropwise a solution of 2-chloro-5-trifluoromethyl pyridine (0.60 g) in 1,2-dimethoxyethane (20 ml) at -5° C., which is stirred for 15 minutes. The reaction mixture is warmed to ro... The reactants are O(C1=CC=CC=C1)C1C(CCCC1)O (2-Phenoxy-cyclohexanol), O (water), C(C)OCC (diethyl ether), CC(=O)C.OS(=O)(=O)O.O=[Cr](=O)=O (Jones Reagent). The solvent is CC(=O)C (acetone). Conditions: time 4.5 hour. The product is O(C1=CC=CC=C1)C1C(CCCC1)=O (2-phenoxy-cyclohexanone), Formula III. As a reaction SMILES: [O:1]([CH:8]1[CH2:13][CH2:12][CH2:11][CH2:10][CH:9]1[OH:14])[C:2]1[CH:7]=[CH:6][CH:5]=[CH:4][CH:3]=1.CC(C)=O.OS(O)(=O)=O.O=[Cr](=O)=O.O.C(OCC)C>CC(C)=O>[O:1]([CH:8]1[CH2:13][CH2:12][CH2:11][CH2:10][C:9]1=[O:14])[C:2]1[CH:7]=[CH:6][CH:5]=[CH:4][CH:3]=1 |f:1.2.3|. Reported procedure: 2-Phenoxy-cyclohexanol (13.64 g, 0.071 mol) was dissolved in acetone (260 mL), cooled to between 0° C. to 5° C., and Jones Reagent (2 M, 78 mL) was added dropwise. The reaction was stirred for 4.5 hours. The reaction mixture was poured into water (250 mL), and diethyl ether (500 mL) was added. The organic phase was separated from the aqueous phase, then washed with water, dried (over MgSO4), and concentrated to yellow crystals. The crystals were recrystallized from pentane to give 2-phenoxy-cycl... The reactants are C(C)(C)[Si](C(C)C)(C(C)C)Cl (triisopropylsilyl chloride), N1C=NC=C1 (imidazole), C(C1=CC=CC=C1)OCC(=O)Cl (benzyloxyacetyl chloride), C1(=CC=CC=C1)[C@H]1[C@@H](CCCC1)O ((-)-(1R,2S)-2-phenyl-1-cyclohexanol). The solvent is CN(C=O)C (dimethylformamide), CCCCC (pentane). Yields the product OCC(=O)O[C@H]1[C@@H](CCCC1)C1=CC=CC=C1 ((-)-(1R, 2S)-2-phenyl-1-cyclohexyl hydroxyacetate), C(C)(C)[Si](OCC(=O)O[C@H]1[C@@H](CCCC1)C1=CC=CC=C1)(C(C)C)C(C)C ((-)-(1R, 2S)-2-phenyl-1-cyclohexyl triisopropylsilyloxyacetate). Yield: 95.0%. Reaction SMILES: C([O:8][CH2:9][C:10](Cl)=[O:11])C1C=CC=CC=1.[C:13]1([C@@H:19]2[CH2:24][CH2:23][CH2:22][CH2:21][C@H:20]2[OH:25])[CH:18]=[CH:17][CH:16]=[CH:15][CH:14]=1.[CH:26]([Si:29](Cl)([CH:33]([CH3:35])[CH3:34])[CH:30]([CH3:32])[CH3:31])([CH3:28])[CH3:27].N1C=CN=C1>CN(C)C=O.CCCCC>[OH:11][CH2:10][C:9]([O:25][C@@H:20]1[CH2:21][CH2:22][CH2:23][CH2:24][C@H:19]1[C:13]1[CH:18]=[CH:17][CH:16]=[CH:15][CH:14]=1)=[O:8].[CH:26]([Si:29]([CH:33]([CH3:35])[CH3:34])([CH:30]([CH3:32])[CH3:31])[O:8][CH2:9][C:10]([O:25][C@@H:20]1[CH2:21][CH2:22][CH2:23][CH2:24][C@H:19]1[C:13]1[CH:18]=[CH:17][CH:16]=[CH:15][CH:14]=1)=[O:11])([CH3:28])[CH3:27]. Procedure details: A solution of (-)-(1R, 2S)-2-phenyl-1-cyclohexyl hydroxyacetate (851 mg, 3.63 mmol) was prepared through esterification of benzyloxyacetyl chloride with (-)-(1R,2S)-2-phenyl-1-cyclohexanol followed by hydrogenolysis. Then, triisopropylsilyl chloride (840 mg, 4.36 mmol) and imidazole (618 mg, 9.08 mmol) in dimethylformamide (DMF) (1.7 mL) were stirred at room temperature for 12-20 hours. The mixture was poured into pentane (25 mL), and washed with water and brine. The combined organic layers were... The reactants are CC(C)(C)OC(=O)N1CC(n2c(=O)[nH]c3c(N(Cc4ccccc4)Cc4ccccc4)ncnc32)C1, CO, CCOC(C)=O, [H][H]. The product is CC(C)(C)OC(=O)N1CC(n2c(=O)[nH]c3c(N)ncnc32)C1. Reaction SMILES: [CH2:1]([N:8]([CH2:2][c:3]1[cH:4][cH:5][cH:6][cH:7][cH:30]1)[c:9]1[c:10]2[nH:11][c:12](=[O:29])[n:13]([CH:18]3[CH2:19][N:20]([C:22](=[O:23])[O:24][C:25]([CH3:26])([CH3:27])[CH3:28])[CH2:21]3)[c:14]2[n:15][cH:16][n:17]1)[c:31]1[cH:32][cH:33][cH:34][cH:35][cH:36]1.[CH3:39][OH:40].[CH3:41][CH2:42][O:43][C:44](=[O:45])[CH3:46].[H:37][H:38]>>[NH2:8][c:9]1[c:10]2[nH:11][c:12](=[O:29])[n:13]([CH:18]3[CH2:19][N:20]([C:22](=[O:23])[O:24][C:25]([CH3:26])([CH3:27])[CH3:28])[CH2:21]3)[c:14]2[n:15][cH:16][n:17]1. Starting materials: CC([O-])=S, CC(C)=O, [K+], O, Cc1ccc(S(=O)(=O)OCCOCC(F)(F)F)cc1. Yields the product CC(=S)OCCOCC(F)(F)F. As a reaction SMILES: [C:20]([CH3:21])(=[S:22])[O-:23].[CH3:26][C:27](=[O:28])[CH3:29].[K+:24].[OH2:25].[c:1]1([CH3:2])[cH:3][cH:4][c:5]([S:6](=[O:7])(=[O:8])[O:10][CH2:11][CH2:12][O:13][CH2:14][C:15]([F:16])([F:17])[F:18])[cH:9][cH:19]1>>[O:10]([CH2:11][CH2:12][O:13][CH2:14][C:15]([F:16])([F:17])[F:18])[C:20]([CH3:21])=[S:22]. The reactants are CO, Cc1cccc(-c2sc(C)nc2C(=O)N2CC3CC(C)CC3C2CNC(=O)C(F)(F)F)c1, [K+], [K+], O=C([O-])[O-]. Yields the product Cc1cccc(-c2sc(C)nc2C(=O)N2CC3CC(C)CC3C2CN)c1. As a reaction SMILES: [CH3:39][OH:40].[F:1][C:2]([F:3])([F:4])[C:31]([NH:5][CH2:6][CH:7]1[CH:8]2[CH2:9][CH:10]([CH3:30])[CH2:11][CH:12]2[CH2:13][N:14]1[C:15](=[O:16])[c:17]1[n:18][c:19]([CH3:29])[s:20][c:21]1-[c:22]1[cH:23][c:24]([CH3:28])[cH:25][cH:26][cH:27]1)=[O:32].[K+:33].[K+:34].[O-:35][C:36]([O-:37])=[O:38]>>[NH2:5][CH2:6][CH:7]1[CH:8]2[CH2:9][CH:10]([CH3:30])[CH2:11][CH:12]2[CH2:13][N:14]1[C:15](=[O:16])[c:17]1[n:18][c:19]([CH3:29])[s:20][c:21]1-[c:22]1[cH:23][c:24]([CH3:28])[cH:25][cH:26][cH:27]1.